The task is: describe an organic reaction: reactants, conditions, products, and yield. This data is from the Open Reaction Database (ORD), a public repository of structured organic reaction records. Starting materials: CC(C(=O)Cl)(C(=O)Cl)C (2,2-Dimethylmalonyl chloride), COC1=CC=C(C=C1)N1CCN(CC1)C1=CC=C(C=C1)NC(=O)N (N-[4-[4-(4-methoxyphenyl)-1-piperazinyl]phenyl]urea). Run in S1CCCC1 (tetrahydrothiophene), 1,1-dioxide. Run at temperature 50 celsius, time 15 minute. Product: COC1=CC=C(C=C1)N1CCN(CC1)C1=CC=C(C=C1)N1C(NC(C(C1=O)(C)C)=O)=O (1-[4-[4-(4-methoxyphenyl)-1-piperazinyl)phenyl]-5,5-dimethyl-2,4,6(1H,3H,5H)-pyrimidinetrione). Yield: 83.5%. RXN SMILES: [CH3:1][C:2]([CH3:9])([C:6](Cl)=[O:7])[C:3](Cl)=[O:4].[CH3:10][O:11][C:12]1[CH:17]=[CH:16][C:15]([N:18]2[CH2:23][CH2:22][N:21]([C:24]3[CH:29]=[CH:28][C:27]([NH:30][C:31]([NH2:33])=[O:32])=[CH:26][CH:25]=3)[CH2:20][CH2:19]2)=[CH:14][CH:13]=1>S1CCCC1>[CH3:10][O:11][C:12]1[CH:13]=[CH:14][C:15]([N:18]2[CH2:23][CH2:22][N:21]([C:24]3[CH:29]=[CH:28][C:27]([N:30]4[C:6](=[O:7])[C:2]([CH3:9])([CH3:1])[C:3](=[O:4])[NH:33][C:31]4=[O:32])=[CH:26][CH:25]=3)[CH2:20][CH2:19]2)=[CH:16][CH:17]=1. Reported procedure: 2,2-Dimethylmalonyl chloride (0.057 mol) was added to a solution of N-[4-[4-(4-methoxyphenyl)-1-piperazinyl]phenyl]urea (0.057 mol) in tetrahydrothiophene, 1,1-dioxide (200 ml). After stirring for 15 minutes, the reaction mixture was heated to 40° C. for 3 hours and at 50° C. for 2 hours. The reaction mixture was allowed to stand overnight at 25° C. The product was precipitated with diethyl ether and crystallized by trituration. The product was recrystallized from 2-propanol, yielding 20.1 g of ...